This data is from the Open Reaction Database (ORD), a public repository of structured organic reaction records. The task is: describe an organic reaction: reactants, conditions, products, and yield Reactants: C(=O)(O)C1=C(C=CC(=C1)I)NC(C(C(F)(F)F)(C)O)=O (N-(2-carboxy-4-iodophenyl)-3,3,3-trifluoro-2-hydroxy-2-methylpropanamide), C(=O)N (formamide). Run in [Cl-].[Na+].O (brine). Product: FC(C(C)(O)C1=NC2=CC=C(C=C2C(N1)=O)I)(F)F (1,1,1-Trifluoro-2-(6-iodoquinazolin-4-one-2-yl)-propan-2 -ol). RXN SMILES: [C:1]([C:4]1[CH:9]=[C:8]([I:10])[CH:7]=[CH:6][C:5]=1[NH:11][C:12](=O)[C:13]([OH:19])([CH3:18])[C:14]([F:17])([F:16])[F:15])(O)=[O:2].C([NH2:23])=O>[Cl-].[Na+].O>[F:15][C:14]([F:17])([F:16])[C:13]([C:12]1[NH:23][C:1](=[O:2])[C:4]2[C:5](=[CH:6][CH:7]=[C:8]([I:10])[CH:9]=2)[N:11]=1)([OH:19])[CH3:18] |f:2.3.4|. Procedure details: A solution of N-(2-carboxy-4-iodophenyl)-3,3,3-trifluoro-2-hydroxy-2-methylpropanamide (5 g) and formamide (5 mL) was stirred and heated at 190°-200° C. for 3 hours. The cooled reaction mixture was poured into brine (150 mL) and extracted with ethyl acetate. The ethyl acetate solution was dried (Na2SO4) and evaporated. Chromatography, eluting with ethyl acetate, gave the title compound (2.86 g) as a white solid; mp 205°-207° C.; NMR: 1.75 (s,3), 7.48 (d,1), 7.5 (s,1), 8.13 (d,1), 8.42 (s,1), 12.... Starting materials: ClC=1C=C(C=CC1)C1=C(C=C(S1)C(=O)OCC)C1=CC(=CC=C1)C#N (Ethyl 5-(3-chlorophenyl)-4-(3-cyanophenyl)thiophene-2-carboxylate), [OH-].[Li+] (lithium hydroxide). Solvent: O1CCOCC1 (dioxane). Run at temperature 50 celsius, time 2 hour. Product: ClC=1C=C(C=CC1)C1=C(C=C(S1)C(=O)O)C1=CC(=CC=C1)C#N (5-(3-Chlorophenyl)-4-(3-cyanophenyl)thiophene-2-carboxylic acid). As a reaction SMILES: [Cl:1][C:2]1[CH:3]=[C:4]([C:8]2[S:12][C:11]([C:13]([O:15]CC)=[O:14])=[CH:10][C:9]=2[C:18]2[CH:23]=[CH:22][CH:21]=[C:20]([C:24]#[N:25])[CH:19]=2)[CH:5]=[CH:6][CH:7]=1.[OH-].[Li+]>O1CCOCC1>[Cl:1][C:2]1[CH:3]=[C:4]([C:8]2[S:12][C:11]([C:13]([OH:15])=[O:14])=[CH:10][C:9]=2[C:18]2[CH:23]=[CH:22][CH:21]=[C:20]([C:24]#[N:25])[CH:19]=2)[CH:5]=[CH:6][CH:7]=1 |f:1.2|. Procedure details: 182 mg (0.50 mmol) of the compound from Example 17A are provided in 2 ml of dioxane, and 4.4 ml (8.80 mmol) of a 2N aqueous lithium hydroxide solution are added. The mixture is stirred at 50° C. for 2 hours and subsequently concentrated. The residue is diluted with water, a concentrated aqueous HCl solution is added until an acidic pH is obtained and the mixture is extracted with dichloromethane. The organic phase is dried over magnesium sulfate, filtered and concentrated. The crude product is p...